Dataset: the Open Reaction Database (ORD), a public repository of structured organic reaction records. Task: describe an organic reaction: reactants, conditions, products, and yield The reactants are S(=O)(Cl)Cl (Thionyl chloride), OCC1=NC=NC(=C1C)N1CCCCC1 (4-hydroxymethyl-5-methyl-6-piperidinopyrimidine). The solvent is C(Cl)(Cl)Cl (chloroform), C(Cl)(Cl)Cl (chloroform). Conditions: time 22 hour. The product is Cl.ClCC1=NC=NC(=C1C)N1CCCCC1 (4-chloromethyl-5-methyl-6-piperidino-pyrimidine hydrochloride). Reaction SMILES: S(Cl)([Cl:3])=O.O[CH2:6][C:7]1[C:12]([CH3:13])=[C:11]([N:14]2[CH2:19][CH2:18][CH2:17][CH2:16][CH2:15]2)[N:10]=[CH:9][N:8]=1>C(Cl)(Cl)Cl>[ClH:3].[Cl:3][CH2:6][C:7]1[C:12]([CH3:13])=[C:11]([N:14]2[CH2:19][CH2:18][CH2:17][CH2:16][CH2:15]2)[N:10]=[CH:9][N:8]=1 |f:3.4|. Reported procedure: Thionyl chloride (4.5 ml) in chloroform (30 ml) was added dropwise to a stirred solution of 4-hydroxymethyl-5-methyl-6-piperidinopyrimidine (4.24 g) in chloroform (30 ml) cooled in an ice-salt bath. The mixture was allowed to warm to room temperature and stirred for a further 22 hours. The solution was stripped to a residual glass which was triturated with diethyl ether to give 4-chloromethyl-5-methyl-6-piperidino-pyrimidine hydrochloride, 5.24 g, m.p. 182°-184°.